The task is: describe an organic reaction: reactants, conditions, products, and yield. This data is from the Open Reaction Database (ORD), a public repository of structured organic reaction records. The reactants are FC=1C=CC(=NC1)NC(=O)[C@H]1N(N(CC1)C(=O)OCC1=CC=CC=C1)C([C@H](CCCC)CN(OCC1=CC=CC=C1)C=O)=O (phenylmethyl (3S)-3-{[(5-fluoro-2-pyridinyl)amino]carbonyl}-2-[(2R)-2-({formyl[(phenylmethyl)oxy]amino}methyl)hexanoyl]-1-pyrazolidinecarboxylate). Reagents/catalysts: [OH-].[OH-].[Pd+2] (Pd(OH)2/C). The solvent is CO (methanol). Run at time 3 hour. Yields the product FC=1C=CC(=NC1)NC(=O)[C@H]1N(NCC1)C([C@H](CCCC)CN(O)C=O)=O ((3S)—N-(5-fluoro-2-pyridinyl)-2-((2R)-2-{[formyl(hydroxy)amino]methyl}hexanoyl)-3-pyrazolidinecarboxamide). Isolated yield 46.2%. Reaction SMILES: [F:1][C:2]1[CH:3]=[CH:4][C:5]([NH:8][C:9]([C@@H:11]2[CH2:15][CH2:14][N:13](C(OCC3C=CC=CC=3)=O)[N:12]2[C:26](=[O:44])[C@@H:27]([CH2:32][N:33]([CH:42]=[O:43])[O:34]CC2C=CC=CC=2)[CH2:28][CH2:29][CH2:30][CH3:31])=[O:10])=[N:6][CH:7]=1>CO.[OH-].[OH-].[Pd+2]>[F:1][C:2]1[CH:3]=[CH:4][C:5]([NH:8][C:9]([C@@H:11]2[CH2:15][CH2:14][NH:13][N:12]2[C:26](=[O:44])[C@@H:27]([CH2:32][N:33]([CH:42]=[O:43])[OH:34])[CH2:28][CH2:29][CH2:30][CH3:31])=[O:10])=[N:6][CH:7]=1 |f:2.3.4|. Procedure details: To a solution of phenylmethyl (3S)-3-{[(5-fluoro-2-pyridinyl)amino]carbonyl}-2-[(2R)-2-({formyl[(phenylmethyl)oxy]amino}methyl)hexanoyl]-1-pyrazolidinecarboxylate (230 mg, 0.38 mmol) in methanol (30 mL) was added Pd(OH)2/C (230 mg). The mixture was degassed and then stirred under an H2 atmosphere for 3 h at rt. The catalyst was filtered off. The filtrate was concentrated and the residue was purified by pre-HPLC to provide the title compound (67 mg, 48%). LCMS: (M+H)+: 382.2. Starting materials: C(=O)[C@H]1CN(C[C@@H]1C1=CC=CC=C1)[C@@H](C(=O)OCC1=CC=C(C=C1)OC)C1CCCCC1 (α-(R)-(3-(R)-Formyl-4-(S)-phenylpyrrolidin-1-yl)-cyclohexaneacetic acid, para-methoxybenzyl ester), C(=O)[C@H]1CN(C[C@@H]1C1=CC=CC=C1)[C@@H](C(=O)OCC1=CC=C(C=C1)OC)C1CCCCC1 (α-(R)-(3-(R)-formyl-4-(S)-phenylpyrrolidin-1-yl)-cyclohexaneacetic acid, para-methoxybenzyl ester), C(C1=CC=CC=C1)C1=NN(N=C1)C1CCNCC1 (4-(4-benzyltriazol-2-yl)piperidine), C(C)(=O)O[BH-](OC(C)=O)OC(C)=O.[Na+] (sodium triacetoxyborohydride). The solvent is ClCCCl (1,2-dichloroethane). Conditions: time 12 hour. Yields the product C(C1=CC=CC=C1)C1=NN(N=C1)C1CCN(CC1)C[C@H]1CN(C[C@@H]1C1=CC=CC=C1)[C@@H](C(=O)O)C1CCCCC1 (α-(R)-(3-(S)-((4-(4-benzyltriazol-2-yl)piperidin-1-yl)methyl)-4-(S)-phenylpyrrolidin-1-yl)-cyclohexaneacetic acid). The yield is 42.0%. Reaction SMILES: [CH:1]([C@@H:3]1[C@@H:7]([C:8]2[CH:13]=[CH:12][CH:11]=[CH:10][CH:9]=2)[CH2:6][N:5]([C@H:14]([CH:27]2[CH2:32][CH2:31][CH2:30][CH2:29][CH2:28]2)[C:15]([O:17]CC2C=CC(OC)=CC=2)=[O:16])[CH2:4]1)=O.[CH2:33]([C:40]1[CH:44]=[N:43][N:42]([CH:45]2[CH2:50][CH2:49][NH:48][CH2:47][CH2:46]2)[N:41]=1)[C:34]1[CH:39]=[CH:38][CH:37]=[CH:36][CH:35]=1.C(O[BH-](OC(=O)C)OC(=O)C)(=O)C.[Na+]>ClCCCl>[CH2:33]([C:40]1[CH:44]=[N:43][N:42]([CH:45]2[CH2:50][CH2:49][N:48]([CH2:1][C@@H:3]3[C@@H:7]([C:8]4[CH:9]=[CH:10][CH:11]=[CH:12][CH:13]=4)[CH2:6][N:5]([C@H:14]([CH:27]4[CH2:28][CH2:29][CH2:30][CH2:31][CH2:32]4)[C:15]([OH:17])=[O:16])[CH2:4]3)[CH2:47][CH2:46]2)[N:41]=1)[C:34]1[CH:35]=[CH:36][CH:37]=[CH:38][CH:39]=1 |f:2.3|. Procedure details: A Solution of α-(R)-(3-(R)-Formyl-4-(S)-phenylpyrrolidin-1-yl)-cyclohexaneacetic acid, para-methoxybenzyl ester (52 mg, 0.12 mmol, (prepared above as Aldehyde 5)), 4-(4-benzyltriazol-2-yl)piperidine (41 mg, 0.17 mmol from Step C) and sodium triacetoxyborohydride, (51 mg 0.24 mmol) in 1 mL of 1,2-dichloroethane was stirred for 12 h. The solvent was removed and the product was purified by preprative HPLC (column: YMC Combiprep ODS-A 20×50 mm, gradient: 5% acetonitrile/water w/0.1% TFA for 1 min th... Reactants: CC(OC(=O)C)OC(=O)C1=C(CS[C@H]2N1C(=O)[C@H]2NC(=O)/C(=N\OC)/C3=CC=CO3)COC(=O)N (cefuroxime axetil), Cl (hydrochloric acid), C[O-].[Na+] (sodium methoxide). Solvent: O1CCCC1 (tetrahydrofuran), CO (methanol). Conditions: temperature -60 celsius, time 1 hour. Product: CO/N=C(/C1=CC=CO1)\C(=O)N[C@H]2[C@@H]3N(C2=O)C(=C(CS3)COC(=O)N)C(=O)O (cefuroxime). Yield: 92.3%. As a reaction SMILES: CC([O:7][C:8]([C:10]1[N:15]2[C:16]([C@@H:18]([NH:19][C:20](/[C:22](/[C:26]3[O:30][CH:29]=[CH:28][CH:27]=3)=[N:23]\[O:24][CH3:25])=[O:21])[C@H:14]2[S:13][CH2:12][C:11]=1[CH2:31][O:32][C:33]([NH2:35])=[O:34])=[O:17])=[O:9])OC(C)=O.C[O-].[Na+].Cl>O1CCCC1.CO>[CH3:25][O:24]/[N:23]=[C:22](\[C:20]([NH:19][C@@H:18]1[C:16](=[O:17])[N:15]2[C:10]([C:8]([OH:9])=[O:7])=[C:11]([CH2:31][O:32][C:33]([NH2:35])=[O:34])[CH2:12][S:13][C@H:14]12)=[O:21])/[C:26]1[O:30][CH:29]=[CH:28][CH:27]=1 |f:1.2|. Procedure details: To a solution of cefuroxime axetil (20.4 gm, S-isomer >90%, R-isomer <10%) in a mixture of tetrahydrofuran (204 ml) and methanol (14 ml) maintained at −60° C. was added freshly prepared sodium methoxide (1.89 gm, sodium metal was reacted in 28 ml methanol). The reaction contents were stirred for 1 hour and 15% aqueous hydrochloric acid (17 ml) was added. The solvent was distilled at low temperature under vacuum and water was added to the remaining reaction mass. Ethyl acetate was added and the p... Starting materials: [Li]CCCC, COCOc1cc(OC)c(OCOC)cc1OC, CSSC, CCOCC, Cc1ccccc1, CN(C)P(=O)(N(C)C)N(C)C, CN(C)CCN(C)C. Yields the product COCOc1cc(OC)c(OCOC)c(SC)c1OC. Reaction SMILES: [CH2:19]([Li:20])[CH2:21][CH2:22][CH3:23].[CH3:1][O:2][c:3]1[c:4]([O:15][CH2:16][O:17][CH3:18])[cH:5][c:6]([O:13][CH3:14])[c:7]([O:9][CH2:10][O:11][CH3:12])[cH:8]1.[CH3:24][S:25][S:26][CH3:27].[CH3:28][CH2:29][O:30][CH2:31][CH3:32].[CH3:33][c:34]1[cH:35][cH:36][cH:37][cH:38][cH:39]1.[CH3:40][N:41]([CH3:42])[P:43](=[O:44])([N:45]([CH3:46])[CH3:47])[N:48]([CH3:49])[CH3:50].[CH3:51][N:52]([CH2:53][CH2:54][N:55]([CH3:56])[CH3:57])[CH3:58]>>[CH3:1][O:2][c:3]1[c:4]([O:15][CH2:16][O:17][CH3:18])[cH:5][c:6]([O:13][CH3:14])[c:7]([O:9][CH2:10][O:11][CH3:12])[c:8]1[S:25][CH3:24].